This data is from the Open Reaction Database (ORD), a public repository of structured organic reaction records. The task is: describe an organic reaction: reactants, conditions, products, and yield Yields the product BrC=1C=CC(=C(C1)C=C1C(C(OC1(C)C)(C)C)=O)F (4-[1-(5-bromo-2-fluorophenyl)-methylidene]-2,2,5,5-tetramethyldihydrofuran-3-one). As a reaction SMILES: [CH3:1][C:2]1([CH3:10])[C:6](=[O:7])[CH2:5][C:4]([CH3:9])([CH3:8])[O:3]1.C[O-].[Na+].[Br:14][C:15]1[CH:16]=[CH:17][C:18]([F:23])=[C:19]([CH:22]=1)[CH:20]=O>COCCOC>[Br:14][C:15]1[CH:16]=[CH:17][C:18]([F:23])=[C:19]([CH:20]=[C:5]2[C:4]([CH3:9])([CH3:8])[O:3][C:2]([CH3:10])([CH3:1])[C:6]2=[O:7])[CH:22]=1 |f:1.2|. Run in COCCOC (1,2-dimethoxyethane), COCCOC (1,2-dimethoxyethane). The yield is 97.7%. The reactants are BrC=1C=CC(=C(C=O)C1)F (5-bromo-2-fluorobenzaldehyde), ice, CC1(OC(CC1=O)(C)C)C (dihydro-2,2,5,5-tetramethylfuran-3-one), C[O-].[Na+] (sodium methoxide). Procedure: To an ice-cold solution of dihydro-2,2,5,5-tetramethylfuran-3-one (4.56 g, 32.10 mmol) in anhydrous 1,2-dimethoxyethane (25 ml) is added sodium methoxide (1.91 g, 35.10 mol) in one portion. After stirring at room temperature for 10 minutes a second solution of 5-bromo-2-fluorobenzaldehyde (5.93 g, 29.10 mmol) in anhydrous 1,2-dimethoxyethane (45 ml) is added dropwise, followed by stirring at 0° C. for a further 45 minutes. The reaction mixture is quenched with 2M hydrochloric acid (50 ml), then ... Reaction conditions: temperature 0 celsius, time 45 minute. Starting materials: CCCCCCCCOc1ccc(B(O)O)cn1, Clc1cnc(-c2ccc(OCc3ccccc3)cc2)cn1. The product is CCCCCCCCOc1ccc(-c2cnc(-c3ccc(OCc4ccccc4)cc3)cn2)cn1. RXN SMILES: [CH2:22]([CH2:23][CH2:24][CH2:25][CH2:26][CH2:27][CH2:28][CH3:29])[O:30][c:31]1[n:32][cH:33][c:34]([B:37]([OH:38])[OH:39])[cH:35][cH:36]1.[Cl:1][c:2]1[n:3][cH:4][c:5](-[c:8]2[cH:9][cH:10][c:11]([O:14][CH2:15][c:16]3[cH:17][cH:18][cH:19][cH:20][cH:21]3)[cH:12][cH:13]2)[n:6][cH:7]1>>[c:2]1(-[c:34]2[cH:33][n:32][c:31]([O:30][CH2:22][CH2:23][CH2:24][CH2:25][CH2:26][CH2:27][CH2:28][CH3:29])[cH:36][cH:35]2)[n:3][cH:4][c:5](-[c:8]2[cH:9][cH:10][c:11]([O:14][CH2:15][c:16]3[cH:17][cH:18][cH:19][cH:20][cH:21]3)[cH:12][cH:13]2)[n:6][cH:7]1. Reactants: C[O-].[Na+] (Sodium methoxide), solution, CO (methanol), C1=C(C=CC2=CC=CC=C12)C(C)=NO (1-(2-naphthalenyl)ethanone oxime), BrCC1=C(C(=CC=C1)C)N1C(N(N=C1Cl)C)=O (4-[2-(bromomethyl)-6-methylphenyl]-5-chloro-2,4-dihydro-2-methyl-3H-1,2,4-triazol-3-one), [H-].[Na+] (NaH). The solvent is C(C)(=O)OCC (ethyl acetate), O1CCCC1 (tetrahydrofuran). Conditions: time 20 minute. Yields the product COC=1N(C(N(N1)C)=O)C1=C(C=CC=C1CON=C(C)C1=CC2=CC=CC=C2C=C1)C (2,4-dihydro-5-methoxy-2-methyl4-[2-methyl-6-[[[[1-(2-naphthalenyl)ethylidene]amino]oxy]methyl]phenyl]-3H-1,2,4-triazol-3-one). As a reaction SMILES: [CH:1]1[C:10]2[C:5](=[CH:6][CH:7]=[CH:8][CH:9]=2)[CH:4]=[CH:3][C:2]=1[C:11](=[N:13][OH:14])[CH3:12].[H-].[Na+].Br[CH2:18][C:19]1[CH:24]=[CH:23][CH:22]=[C:21]([CH3:25])[C:20]=1[N:26]1[C:30](Cl)=[N:29][N:28]([CH3:32])[C:27]1=[O:33].[CH3:34][O-:35].[Na+].CO>O1CCCC1.C(OCC)(=O)C>[CH3:34][O:35][C:30]1[N:26]([C:20]2[C:19]([CH2:18][O:14][N:13]=[C:11]([C:2]3[CH:3]=[CH:4][C:5]4[C:10](=[CH:9][CH:8]=[CH:7][CH:6]=4)[CH:1]=3)[CH3:12])=[CH:24][CH:23]=[CH:22][C:21]=2[CH3:25])[C:27](=[O:33])[N:28]([CH3:32])[N:29]=1 |f:1.2,4.5|. Reported procedure: To a solution of 1-(2-naphthalenyl)ethanone oxime (492 mg, 2.65 mmol) in tetrahydrofuran (7.5 mL) cooled to 0° C. under a nitrogen atmosphere was added 95% NaH (69 mg, 2.88 mmol) and the mixture was stirred for 20 min. The title compound of Step E (700 mg, 2.21 mmol) was then added to the reaction and the mixture was stirred at room temperature for 3 h. Sodium methoxide as a 30% solution in methanol (1.3 mL, 6.63 mmol) was added and the reaction mixture was heated to reflux for 10 h. The reactio... Reactants: C(C(=O)C)N1S(C2=C(C1=O)C=CC1=CC=CC=C12)(=O)=O (2-acetonyl-3-oxo-naphth[2,1-d]isothiazoline-1,1-dioxide), [Na] (sodium), Cl (hydrochloric acid). The solvent is C(C)O (ethanol). Conditions: time 2 hour. The product is C(C)(=O)C=1NS(C2=C(C1O)C=CC1=CC=CC=C12)(=O)=O (3-acetyl-4-hydroxy-2H-naphtho[2,1-e]-1,2-thiazine-1,1-dioxide). Isolated yield 5.4%. Reaction SMILES: [CH2:1]([N:5]1[C:9](=[O:10])[C:8]2[CH:11]=[CH:12][C:13]3[C:18]([C:7]=2[S:6]1(=[O:20])=[O:19])=[CH:17][CH:16]=[CH:15][CH:14]=3)[C:2]([CH3:4])=[O:3].[Na].Cl>C(O)C>[C:2]([C:1]1[NH:5][S:6](=[O:20])(=[O:19])[C:7]2[C:18]3[C:13](=[CH:14][CH:15]=[CH:16][CH:17]=3)[CH:12]=[CH:11][C:8]=2[C:9]=1[OH:10])(=[O:3])[CH3:4] |^1:20|. Reported procedure: 28.9 gm (1.0 mol) of 2-acetonyl-3-oxo-naphth[2,1-d]isothiazoline-1,1-dioxide were added to a solution of 4.7 gm (2.04 gm-atom) of sodium in 125 ml of ethanol at 30° C. The resulting mixture was kept at 55° C for 2 hours, while stirring, and was subsequently refluxed for 15 minutes. After cooling, the reaction mixture was acidified with 350 ml of aqueous 9% hydrochloric acid, and the solid product formed thereby was suction-filtered off and washed with ice-cold 50% ethanol. Recrystallization from...